From a dataset of the Open Reaction Database (ORD), a public repository of structured organic reaction records. describe an organic reaction: reactants, conditions, products, and yield Reactants: IC1=CC(N(C=C1)C)=O (4-iodo-1-methylpyridin-2(1H)-one), C1(CC1)C1(CCN(C(O1)=O)[C@@H](C)C1=CC=C(C=C1)C1=CC(N(C=C1)C)=O)CC(C)(C)O (6-cyclopropyl-6-(2-hydroxy-2-methylpropyl)-3-((S)-1-(4-(1-methyl-2-oxo-1,2-dihydropyridin-4-yl)phenyl)ethyl)-1,3-oxazinan-2-one), C(=O)(O)[O-].[Na+] (NaHCO3), OC(CCC1(CCN(C(O1)=O)[C@@H](C)C1=CC=C(C=C1)B1OC(C(O1)(C)C)(C)C)C(C)C)(C)C (6-(3-hydroxy-3-methylbutyl)-6-isopropyl-3-((S)-1-(4-(4,4,5,5-tetramethyl-1,3,2-dioxaborolan-2-yl)phenyl)ethyl)-1,3-oxazinan-2-one). Reagents/catalysts: C=1C=CC(=CC1)[P](C=2C=CC=CC2)(C=3C=CC=CC3)[Pd]([P](C=4C=CC=CC4)(C=5C=CC=CC5)C=6C=CC=CC6)([P](C=7C=CC=CC7)(C=8C=CC=CC8)C=9C=CC=CC9)[P](C=1C=CC=CC1)(C=1C=CC=CC1)C=1C=CC=CC1 (Pd(PPh3)4). The solvent is COCCOC (DME), CCO (EtOH). Conditions: time 1 hour. Yields the product OC(CCC1(CCN(C(O1)=O)[C@@H](C)C1=CC=C(C=C1)C1=CC(N(C=C1)C)=O)C(C)C)(C)C (6-(3-hydroxy-3-methylbutyl)-6-isopropyl-3-((S)-1-(4-(1-methyl-2-oxo-1,2-dihydropyridin-4-yl)phenyl)ethyl)-1,3-oxazinan-2-one), C1(CC1)C1(CCN(C(O1)=O)[C@@H](C)C1=CC=C(C=C1)C1=CC(N(C=C1)C)=O)CC(C)(C)O (6-cyclopropyl-6-(2-hydroxy-2-methylpropyl)-3-((S)-1-(4-(1-methyl-2-oxo-1,2-dihydropyridin-4-yl)phenyl)ethyl)-1,3-oxazinan-2-one). Yield: 65.8%. Reaction SMILES: I[C:2]1[CH:7]=[CH:6][N:5]([CH3:8])[C:4](=[O:9])[CH:3]=1.[OH:10][C:11]([CH3:42])([CH3:41])[CH2:12][CH2:13][C:14]1([CH:38]([CH3:40])[CH3:39])[O:19][C:18](=[O:20])[N:17]([C@H:21]([C:23]2[CH:28]=[CH:27][C:26](B3OC(C)(C)C(C)(C)O3)=[CH:25][CH:24]=2)[CH3:22])[CH2:16][CH2:15]1.[CH:43]1([C:46]2([CH2:69][C:70]([OH:73])([CH3:72])[CH3:71])[O:51][C:50](=[O:52])[N:49]([C@H:53]([C:55]3[CH:60]=[CH:59][C:58]([C:61]4[CH:66]=[CH:65][N:64]([CH3:67])[C:63](=[O:68])[CH:62]=4)=[CH:57][CH:56]=3)[CH3:54])[CH2:48][CH2:47]2)[CH2:45][CH2:44]1.C([O-])(O)=O.[Na+]>COCCOC.CCO.C1C=CC([P]([Pd]([P](C2C=CC=CC=2)(C2C=CC=CC=2)C2C=CC=CC=2)([P](C2C=CC=CC=2)(C2C=CC=CC=2)C2C=CC=CC=2)[P](C2C=CC=CC=2)(C2C=CC=CC=2)C2C=CC=CC=2)(C2C=CC=CC=2)C2C=CC=CC=2)=CC=1>[OH:10][C:11]([CH3:41])([CH3:42])[CH2:12][CH2:13][C:14]1([CH:38]([CH3:39])[CH3:40])[O:19][C:18](=[O:20])[N:17]([C@H:21]([C:23]2[CH:24]=[CH:25][C:26]([C:2]3[CH:7]=[CH:6][N:5]([CH3:8])[C:4](=[O:9])[CH:3]=3)=[CH:27][CH:28]=2)[CH3:22])[CH2:16][CH2:15]1.[CH:43]1([C:46]2([CH2:69][C:70]([OH:73])([CH3:72])[CH3:71])[O:51][C:50](=[O:52])[N:49]([C@H:53]([C:55]3[CH:60]=[CH:59][C:58]([C:61]4[CH:66]=[CH:65][N:64]([CH3:67])[C:63](=[O:68])[CH:62]=4)=[CH:57][CH:56]=3)[CH3:54])[CH2:48][CH2:47]2)[CH2:44][CH2:45]1 |f:3.4,^1:91,93,112,131|. Procedure details: To a solution of compound 4-iodo-1-methylpyridin-2(1H)-one (17 mg, 0.074 mmol) in DME (4.6 mL) was added Pd(PPh3)4 (6.7 mg, 0.007 mmol) under nitrogen. The mixture was stirred at room temperature for 1 h, and a solution of compound 6-(3-hydroxy-3-methylbutyl)-6-isopropyl-3-((S)-1-(4-(4,4,5,5-tetramethyl-1,3,2-dioxaborolan-2-yl)phenyl)ethyl)-1,3-oxazinan-2-one isomer 1 (17 mg, 0.037 mmol) in EtOH (2 mL) and satd aq NaHCO3 (1.5 mL) were added. The mixture was stirred at 100° C. for 2 h, quenched w... Reactants: BrC=1C=C2CC(NC(C2=CC1OC)=O)=O (6-Bromo-7-methoxy-4H-isoquinoline-1,3-dione), C(C)(=O)OC(C)=O (acetic anhydride), COC(OC)OC (trimethylorthoformate). Solvent: CN(C=O)C (N,N-dimethylformamide). The product is BrC=1C=C2\C(\C(NC(C2=CC1OC)=O)=O)=C/OC ((4E)-6-bromo-7-methoxy-4-(methoxymethylene)isoquinoline-1,3(2H,4H)-dione). Reaction SMILES: [Br:1][C:2]1[CH:3]=[C:4]2[C:9](=[CH:10][C:11]=1[O:12][CH3:13])[C:8](=[O:14])[NH:7][C:6](=[O:15])[CH2:5]2.[C:16]([O:19][C:20](=O)C)(=O)C.COC(OC)OC>CN(C)C=O>[Br:1][C:2]1[CH:3]=[C:4]2[C:9](=[CH:10][C:11]=1[O:12][CH3:13])[C:8](=[O:14])[NH:7][C:6](=[O:15])/[C:5]/2=[CH:16]/[O:19][CH3:20]. Reported procedure: A mixture of 6-Bromo-7-methoxy-4H-isoquinoline-1,3-dione (275 mg, 1.02 mmole), 7 mL of a 4:1 mixture of acetic anhydride and N,N-dimethylformamide and trimethylorthoformate (0.8 mL, 7.28 mmole) is stirred and heated to reflux. After 30 minutes the solvents are removed and the solid collected with ether. A brown solid, 202 mg, (63%), mp 245-248° C. dec, MS (ESI): m/z 310.1, 312.1 (M−H). Starting materials: BrC=1C=C(C=O)C=CC1 (3-Bromobenzaldehyde), C(#C)[Si](C)(C)C (ethynyl-trimethyl-silane), C1(=CC=CC=C1)P(C1=CC=CC=C1)C1=CC=CC=C1 (triphenylphosphine). The reagents and catalysts are C(C)(=O)[O-].[Pd+2].C(C)(=O)[O-] (palladium (II) acetate). The solvent is C(C)N(CC)CC (triethylamine). Product: C[Si](C)(C)C#CC=1C=C(C=O)C=CC1 (3-trimethylsilanylethynyl-benzaldehyde). As a reaction SMILES: Br[C:2]1[CH:3]=[C:4]([CH:7]=[CH:8][CH:9]=1)[CH:5]=[O:6].[C:10]([Si:12]([CH3:15])([CH3:14])[CH3:13])#[CH:11].C1(P(C2C=CC=CC=2)C2C=CC=CC=2)C=CC=CC=1>C([O-])(=O)C.[Pd+2].C([O-])(=O)C.C(N(CC)CC)C>[CH3:13][Si:12]([C:10]#[C:11][C:2]1[CH:3]=[C:4]([CH:7]=[CH:8][CH:9]=1)[CH:5]=[O:6])([CH3:15])[CH3:14] |f:3.4.5|. Procedure details: 3-Bromobenzaldehyde (30 g, 162 mmol), ethynyl-trimethyl-silane (30 mL, 211 mmol), triphenylphosphine (2.13 g, 8 mmol), palladium (II) acetate (0.91 g, 4 mmol) and triethylamine (540 mL, 0.3 M) were heated at 90° C. for 5 hours, after cooling to ambient temperature, the mixture was filtered. The filtrate was evaporated, and the residue was subjected to silica gel chromatography (hexane to 4:96 diethyl ether/hexane) to afford 3-trimethylsilanylethynyl-benzaldehyde 73(a1).